From a dataset of the Open Reaction Database (ORD), a public repository of structured organic reaction records. describe an organic reaction: reactants, conditions, products, and yield Starting materials: [H-].[Na+] (sodium hydride), ClCCCC(=O)N[C@@H]1CC[C@H](CC1)C(=O)OC (methyl trans-4-(4-chlorobutyrylamino)-cyclohexanecarboxylate), [Cl-].[NH4+] (ammonium chloride), ice water. The solvent is oil, CN(C(C)=O)C (N,N-dimethyacetamide). Run at time 24 hour. Yields the product O=C1N(CCC1)[C@@H]1CC[C@H](CC1)C(=O)OC (methyl trans-4-(2-oxo-pyrrolidin-1-yl)cyclohexanecarboxylate). Isolated yield 87.0%. Reaction SMILES: [H-].[Na+].Cl[CH2:4][CH2:5][CH2:6][C:7]([NH:9][C@H:10]1[CH2:15][CH2:14][C@H:13]([C:16]([O:18][CH3:19])=[O:17])[CH2:12][CH2:11]1)=[O:8].[Cl-].[NH4+]>CN(C)C(=O)C>[O:8]=[C:7]1[CH2:6][CH2:5][CH2:4][N:9]1[C@H:10]1[CH2:15][CH2:14][C@H:13]([C:16]([O:18][CH3:19])=[O:17])[CH2:12][CH2:11]1 |f:0.1,3.4|. Procedure details: Sixty % sodium hydride in oil (9.60 g) is suspended in N,N-dimethyacetamide (500 ml), to this mixture is added methyl trans-4-(4-chlorobutyrylamino)-cyclohexanecarboxylate (52.32 g) obtained in Reference Example 113(2) gradually under ice-cooling. The reaction solution is warmed to room temperature, stirred for 24 hours, and thereto are poured saturated aqueous ammonium chloride solution and ice-water, and the mixture is extracted with chloroform. The organic layer is washed with saturated brine... Procedure: 5-Methyl-1-(1-naphthyl)-2-(1H)-pyridone is prepared by the reaction of 5-methyl-2 -(1H)-pyridone and α-iodonaphthalene following the procedure of Example 1 but substituting anhydrous sodium carbonate for the potassium carbonate; yield 68%. Reactants: C([O-])([O-])=O.[K+].[K+] (potassium carbonate), CC=1C=CC(NC1)=O (5-methyl-2 -(1H)-pyridone), IC1=CC=CC2=CC=CC=C12 (α-iodonaphthalene), C([O-])([O-])=O.[Na+].[Na+] (sodium carbonate). Product: CC=1C=CC(N(C1)C1=CC=CC2=CC=CC=C12)=O (5-Methyl-1-(1-naphthyl)-2-(1H)-pyridone). As a reaction SMILES: [CH3:1][C:2]1[CH:3]=[CH:4][C:5](=[O:8])[NH:6][CH:7]=1.I[C:10]1[C:19]2[C:14](=[CH:15][CH:16]=[CH:17][CH:18]=2)[CH:13]=[CH:12][CH:11]=1.C(=O)([O-])[O-].[Na+].[Na+].C(=O)([O-])[O-].[K+].[K+]>>[CH3:1][C:2]1[CH:3]=[CH:4][C:5](=[O:8])[N:6]([C:18]2[C:19]3[C:14](=[CH:13][CH:12]=[CH:11][CH:10]=3)[CH:15]=[CH:16][CH:17]=2)[CH:7]=1 |f:2.3.4,5.6.7|. Isolated yield 68.0%. Reactants: COC(=O)C1CN1C(=O)OC(C)(C)C, CC(C(=O)O)N(c1ccc(Cl)cc1)S(C)(=O)=O. The product is CC(C)(C)OC(=O)N1CC1C(=O)O. RXN SMILES: [C:18](=[O:19])([O:20][C:21]([CH3:22])([CH3:23])[CH3:24])[N:25]1[CH:26]([C:28](=[O:29])[O:30][CH3:31])[CH2:27]1.[CH3:1][S:2]([N:3]([c:4]1[cH:5][cH:6][c:7]([Cl:8])[cH:9][cH:10]1)[CH:11]([C:12]([OH:13])=[O:14])[CH3:15])(=[O:16])=[O:17]>>[C:18](=[O:19])([O:20][C:21]([CH3:22])([CH3:23])[CH3:24])[N:25]1[CH:26]([C:28](=[O:29])[OH:30])[CH2:27]1. Run at time 8 hour. Procedure details: 2-Chloroacetophenone in acetone (3.10 g, 200 ml) was added potassium thioacetate (2.80 g, 1.2 equivalents) and the reaction mixture was stirred overnight at RT. The salt precipitate was filtered off and the filtrate was concentrated. The residue was purified by flash chromatography on silica gel to give 2.04 g of α-thioacetyl acetophenone as orange reddish oil. 1H NMR (500 MHz, CHLOROFORM-D) δ ppm 7.98–8.02 (2 H, m) 7.60 (1 H, t, J=7.48 Hz) 7.48 (2 H, t, J=7.78 Hz) 4.40 (2 H, s) 2.41 (3 H, s). M... Reaction SMILES: Cl[CH2:2][C:3]([C:5]1[CH:10]=[CH:9][CH:8]=[CH:7][CH:6]=1)=[O:4].[C:11]([O-])(=[S:13])[CH3:12].[K+]>CC(C)=O>[C:11]([CH2:2][C:3]([C:5]1[CH:10]=[CH:9][CH:8]=[CH:7][CH:6]=1)=[O:4])(=[S:13])[CH3:12] |f:1.2|. Run in CC(=O)C (acetone). Yields the product C(C)(=S)CC(=O)C1=CC=CC=C1 (α-thioacetyl acetophenone). Starting materials: ClCC(=O)C1=CC=CC=C1 (2-Chloroacetophenone), C(C)(=S)[O-].[K+] (potassium thioacetate). Reactants: BrC=1C(=NNC1C)N (4-Bromo-5-methyl-1H-pyrazol-3-ylamine), CN(C)C=O (DMF), C(=O)([O-])[O-].[K+].[K+] (K2CO3), ClCC(=O)N1CCN(CC1)C1=CC=C(C=C1)F (2-Chloro-1-[4-(4-fluoro-phenyl)-piperazin-1-yl]-ethanone). Run in C(C)(=O)OCC (ethyl acetate). The product is NC1=NN(C(=C1Br)C)CC(=O)N1CCN(CC1)C1=CC=C(C=C1)F (2-(3-Amino-4-bromo-5-methyl-pyrazol-1-yl)-1-[4-(4-fluorophenyl)-piperazin-1-yl]-ethanone). RXN SMILES: [Br:1][C:2]1[C:3]([NH2:8])=[N:4][NH:5][C:6]=1[CH3:7].C([O-])([O-])=O.[K+].[K+].Cl[CH2:16][C:17]([N:19]1[CH2:24][CH2:23][N:22]([C:25]2[CH:30]=[CH:29][C:28]([F:31])=[CH:27][CH:26]=2)[CH2:21][CH2:20]1)=[O:18].CN(C=O)C>C(OCC)(=O)C>[NH2:8][C:3]1[C:2]([Br:1])=[C:6]([CH3:7])[N:5]([CH2:16][C:17]([N:19]2[CH2:20][CH2:21][N:22]([C:25]3[CH:30]=[CH:29][C:28]([F:31])=[CH:27][CH:26]=3)[CH2:23][CH2:24]2)=[O:18])[N:4]=1 |f:1.2.3|. Reported procedure: Protocol T was followed using 4-Bromo-5-methyl-1H-pyrazol-3-ylamine, K2CO3, 2-Chloro-1-[4-(4-fluoro-phenyl)-piperazin-1-yl]-ethanone and DMF. Column chromatography ethyl acetate afforded the title compound as a colorless oil. 1H NMR (400 MHz, CDCl3): 6.94-7.02 (m, 2H), 6.82-6.88 (t, 2H), 4.84 (s, 2H), 4.1 (s, 2H), 3.72-3.78 (m, 4H), 3.04-3.08 (m, 4H), 2.16 (s, 3H). MS (ES) M+H expected 317.37, found 318.1. MS (ES) M+H expected 396.27, found 396.